Dataset: the Open Reaction Database (ORD), a public repository of structured organic reaction records. Task: describe an organic reaction: reactants, conditions, products, and yield The reactants are CCN(C(C)C)C(C)C, c1ccc(N2CCNCC2)cc1, CCc1cc(CCC=O)n(-c2ccccc2)n1. The product is CCc1cc(CCCN2CCN(c3ccccc3)CC2)n(-c2ccccc2)n1. As a reaction SMILES: [CH:30]([N:31]([CH2:32][CH3:33])[CH:34]([CH3:35])[CH3:36])([CH3:37])[CH3:38].[c:18]1([N:24]2[CH2:25][CH2:26][NH:27][CH2:28][CH2:29]2)[cH:19][cH:20][cH:21][cH:22][cH:23]1.[c:1]1(-[n:7]2[n:8][c:9]([CH2:16][CH3:17])[cH:10][c:11]2[CH2:12][CH2:13][CH:14]=[O:15])[cH:2][cH:3][cH:4][cH:5][cH:6]1>>[c:1]1(-[n:7]2[n:8][c:9]([CH2:16][CH3:17])[cH:10][c:11]2[CH2:12][CH2:13][CH2:14][N:27]2[CH2:26][CH2:25][N:24]([c:18]3[cH:19][cH:20][cH:21][cH:22][cH:23]3)[CH2:29][CH2:28]2)[cH:2][cH:3][cH:4][cH:5][cH:6]1. Reactants: [Si](C1=CC=CC=C1)(C1=CC=CC=C1)(C(C)(C)C)OC[C@@H]1N(C2CC2C1)C(=O)OC(C)(C)C ((3R)-tert-butyl 3-(((tert-butyldiphenylsilyl)oxy)methyl)-2-azabicyclo[3.1.0]hexane-2-carboxylate). Run in C1CCOC1 (THF), C1CCOC1 (THF), CCCC[N+](CCCC)(CCCC)CCCC.[F-] (TBAF). Reaction conditions: time 18 hour. Product: OCC1N(C2CC2C1)C(=O)OC(C)(C)C (tert-butyl 3-(hydroxymethyl)-2-azabicyclo[3.1.0]hexane-2-carboxylate). Yield: 49.9%. As a reaction SMILES: [Si]([O:18][CH2:19][C@H:20]1[CH2:25][CH:24]2[CH:22]([CH2:23]2)[N:21]1[C:26]([O:28][C:29]([CH3:32])([CH3:31])[CH3:30])=[O:27])(C(C)(C)C)(C1C=CC=CC=1)C1C=CC=CC=1>C1COCC1.CCCC[N+](CCCC)(CCCC)CCCC.[F-]>[OH:18][CH2:19][CH:20]1[CH2:25][CH:24]2[CH:22]([CH2:23]2)[N:21]1[C:26]([O:28][C:29]([CH3:32])([CH3:31])[CH3:30])=[O:27] |f:2.3|. Procedure: To a solution of (3R)-tert-butyl 3-(((tert-butyldiphenylsilyl)oxy)methyl)-2-azabicyclo[3.1.0]hexane-2-carboxylate (D31) (2.1 g, 4.6 mmol) in THF (130 ml), TBAF 1M sol in THF (9.2 ml) was added and the solution was stirred at RT for 18 hours. Solvent was evaporated and the residue purified by Biotage SNAP-Si column (50 g), eluting with DCM/Et2O from 100/0 to 80/20. Collected fractions after solvent evaporation afforded the title compound (D32) (490 mg). Reactants: CCCCc1ccc(C(=O)Cc2ccc(Br)cc2)cc1, CC(=O)Cl, O=C(O)C(F)(F)F. The product is CCCCc1ccc(C(Cl)=Cc2ccc(Br)cc2)cc1. Reaction SMILES: [Br:12][c:13]1[cH:14][cH:15][c:16]([CH2:19][C:20](=[O:21])[c:22]2[cH:23][cH:24][c:25]([CH2:28][CH2:29][CH2:30][CH3:31])[cH:26][cH:27]2)[cH:17][cH:18]1.[CH3:8][C:9]([Cl:10])=[O:11].[F:1][C:2]([F:3])([F:4])[C:5]([OH:6])=[O:7]>>[Cl:10][C:20](=[CH:19][c:16]1[cH:15][cH:14][c:13]([Br:12])[cH:18][cH:17]1)[c:22]1[cH:23][cH:24][c:25]([CH2:28][CH2:29][CH2:30][CH3:31])[cH:26][cH:27]1. The reactants are FC1=C(C(=C(C=2C(C3=C(C=CC(=C3C(C12)=O)O)O)=O)F)F)F (1,2,3,4-tetrafluoro-5,8-dihydroxyanthraquinone), CN(CCN)C (N,N-dimethylethylenediamine). Run in C(Cl)Cl (CH2Cl2). Run at time 12 hour. Product: CN(CCNC1=C(C(=C(C=2C(C3=C(C=CC(=C3C(C12)=O)O)O)=O)NCCN(C)C)F)F)C (1,4-bis(2-(dimethylamino)ethylamino)-2,3-difluoro-5,8-dihydroxyanthracene-9,10-dione). Reaction SMILES: F[C:2]1[C:15]2[C:14](=[O:16])[C:13]3[C:8](=[C:9]([OH:18])[CH:10]=[CH:11][C:12]=3[OH:17])[C:7](=[O:19])[C:6]=2[C:5](F)=[C:4]([F:21])[C:3]=1[F:22].[CH3:23][N:24]([CH3:28])[CH2:25][CH2:26][NH2:27]>C(Cl)Cl>[CH3:23][N:24]([CH3:28])[CH2:25][CH2:26][NH:27][C:5]1[C:6]2[C:7](=[O:19])[C:8]3[C:13](=[C:12]([OH:17])[CH:11]=[CH:10][C:9]=3[OH:18])[C:14](=[O:16])[C:15]=2[C:2]([NH:27][CH2:26][CH2:25][N:24]([CH3:28])[CH3:23])=[C:3]([F:22])[C:4]=1[F:21]. Reported procedure: A mixture of 1,2,3,4-tetrafluoro-5,8-dihydroxyanthraquinone (1.0 g, 3.2 mmol) and N,N-dimethylethylenediamine (3 mL) in CH2Cl2 (30 mL) was stirred at room temperature for 12 hours. After evaporation of the solvents, the residue was purified by silica gel chromatography using isocratic solvent system of EtOAc/MeOH/Et3N (10:10:1) yielding 830 mgs of Compound 1 as dark blue product. Abs (max, PBS pH 7.4)=568 nm; Em=675 nm. The structure of Compound 1 is given below: The reactants are NC1=CC(NN1C)=O (5-Amino-1-methyl-1,2-dihydropyrazol-3-one), BrC=1C=C(C=O)C=CC1F (3-bromo-4-fluorobenzaldehyde), C1CS(=O)(=O)CC1=O (tetrahydrothiophene-3-oxo-1,1-dioxide). Solvent: C(C)O (ethyl alcohol). Yields the product BrC=1C=C(C=CC1F)C1C2=C(NC3=C1S(CC3)(=O)=O)N(NC2=O)C (4-(3-bromo-4-fluorophenyl)-1-methyl-1,2,4,6,7,8-hexahydro-3H-pyrazolo[3,4-b]thieno[2,3-e]pyridin-3-one 5,5-dioxide). Isolated yield 66.0%. Reaction SMILES: [NH2:1][C:2]1[N:6]([CH3:7])[NH:5][C:4](=[O:8])[CH:3]=1.[Br:9][C:10]1[CH:11]=[C:12]([CH:15]=[CH:16][C:17]=1[F:18])[CH:13]=O.[CH2:19]1[C:25](=O)[CH2:24][S:21](=[O:23])(=[O:22])[CH2:20]1>C(O)C>[Br:9][C:10]1[CH:11]=[C:12]([CH:13]2[C:20]3[S:21](=[O:23])(=[O:22])[CH2:24][CH2:25][C:19]=3[NH:1][C:2]3[N:6]([CH3:7])[NH:5][C:4](=[O:8])[C:3]2=3)[CH:15]=[CH:16][C:17]=1[F:18]. Procedure: 5-Amino-1-methyl-1,2-dihydropyrazol-3-one (0.17 g, 1.5 mmol), 3-bromo-4-fluorobenzaldehyde (0.3 g, 1.5 mmol), and tetrahydrothiophene-3-oxo-1,1-dioxide (0.2 g, 1.5 mmol) in ethyl alcohol (3 mL) were heated at 80° C. for 2 days in a sealed tube. The reaction mixture was cooled and the resulting precipitate was filtered off and washed with ethyl acetate to provide 0.41 g of the title compound as a tan solid. 1H NMR (300 MHz, DMSO-d6) δ 2.88 (m, 1H), 3.03 (m,1H), 3.4 (m, 2H), 3.48 (s, 3H), 4.92 (s,... Starting materials: stannous chloride dihydrate, OC1=NC2=CC(=C3C(=C2N=C1O)N(N=N3)C)[N+](=O)[O-] (7,8-dihydroxy-1-methyl-4-nitro-1H-1,2,3-triazolo[4,5-f]quinoxaline). The solvent is Cl (hydrochloric acid), Cl (hydrochloric acid). Conditions: time 90 minute. Product: NC1=C2C(=C3N=C(C(=NC3=C1)O)O)N(N=N2)C (4-Amino-7,8-dihydroxy-1-methyl-1H-1,2,3-triazolo[4,5-f]quinoxaline). As a reaction SMILES: [OH:1][C:2]1[C:11]([OH:12])=[N:10][C:9]2[C:4](=[CH:5][C:6]([N+:17]([O-])=O)=[C:7]3[N:15]=[N:14][N:13]([CH3:16])[C:8]3=2)[N:3]=1>Cl>[NH2:17][C:6]1[CH:5]=[C:4]2[C:9]([N:10]=[C:11]([OH:12])[C:2]([OH:1])=[N:3]2)=[C:8]2[N:13]([CH3:16])[N:14]=[N:15][C:7]=12. Procedure: A solution of stannous chloride dihydrate (2.26 g, 10 mmol) in 10 ml of conc. hydrochloric acid was added dropwise to a suspension of 7,8-dihydroxy-1-methyl-4-nitro-1H-1,2,3-triazolo[4,5-f]quinoxaline (0.79 g, 3 mmol) in 5 ml of conc. hydrochloric acid with stirring on an oil bath at 60°-70° C. Stirring was continued at this temperature for 90 min. Then the mixture was cooled on an ice bath, and filtered. The precipitate was washed with 1 ml of conc. hydrochloric acid. suspended in 150 ml of hot... Reactants: COC1=CC=C(CSC2=C(C(=O)OC)C=C(C=C2)C(F)(F)F)C=C1 (methyl 2-(p-methoxybenzylthio)-5-trifluoromethylbenzoate), Cl (hydrochloric acid), [H-].[Na+] (sodium hydride), O (water). Run in CN(C=O)C (N,N-dimethylformamide), CN(C=O)C (N,N-dimethylformamide). Reaction conditions: temperature 75 celsius, time 30 minute. Product: OC=1C2=C(SC1C1=CC=C(C=C1)OC)C=CC(=C2)C(F)(F)F (3-Hydroxy-2-(p-methoxyphenyl)-5-trifluoromethylbenzo[b]thiophene). As a reaction SMILES: [H-].[Na+].[CH3:3][O:4][C:5]1[CH:26]=[CH:25][C:8]([CH2:9][S:10][C:11]2[CH:20]=[CH:19][C:18]([C:21]([F:24])([F:23])[F:22])=[CH:17][C:12]=2[C:13]([O:15]C)=O)=[CH:7][CH:6]=1.O.Cl>CN(C)C=O>[OH:15][C:13]1[C:12]2[CH:17]=[C:18]([C:21]([F:22])([F:24])[F:23])[CH:19]=[CH:20][C:11]=2[S:10][C:9]=1[C:8]1[CH:25]=[CH:26][C:5]([O:4][CH3:3])=[CH:6][CH:7]=1 |f:0.1|. Procedure details: To a mixture of sodium hydride (50% dispersion in mineral oil) (134 mg, 2.79 mmol) in N,N-dimethylformamide (3 ml) at 75° C. under a nitrogen atmosphere was added dropwise with stirring a solution of methyl 2-(p-methoxybenzylthio)-5-trifluoromethylbenzoate (500 mg, 1.40 mmol) in N,N-dimethylformamide (10 ml). After stirring 30 minutes at 75° C., the mixture was poured into water (50 ml), the mixture brought to pH5 with 2N hydrochloric acid, the product extracted with diethyl ether, the combined ... Starting materials: Cl (hydrochloric acid), C(C)C=1NC=CC1 (2-Ethylpyrrole), O.C(C=O)(=O)O (glyoxylic acid hydrate), N (ammonia). Reaction conditions: time 4 hour. The product is C(C)C1=CC=C(N1)C(N)C(=O)O (2-(5-ethyl-2-pyrrolyl)glycine). Yield: 43.0%. RXN SMILES: [CH2:1]([C:3]1[NH:4][CH:5]=[CH:6][CH:7]=1)[CH3:2].O.[C:9]([OH:13])(=[O:12])[CH:10]=O.[NH3:14].Cl>>[CH2:1]([C:3]1[NH:4][C:5]([CH:10]([C:9]([OH:13])=[O:12])[NH2:14])=[CH:6][CH:7]=1)[CH3:2] |f:1.2|. Reported procedure: 2-Ethylpyrrole (4.75 g., 0.05 mole) was added dropwise to a stirred solution of glyoxylic acid hydrate (2.3 g., 0.025 mole) in 0.880 sp. gr. ammonia solution (25 ml.) at 50°. The mixture was stirred at 50° for 4 hours, then cooled, acidified to pH 5.5 with concentrated hydrochloric acid and filtered. The resulting solid was washed with water, triturated with cold, then hot; methanol and dried in vacuo to afford DL-2-(5-ethyl-2-pyrrolyl)glycine (1.8 g., 43%), M.P. 188° (decomp.). Starting materials: CC1(OCC(O1)[C@@H]1OC=2[C@](N1OC)(C1=CC=CC=C1C(C2)=O)CCC(C)C)C ((2S,9bR)-2-(2,2-dimethyl-1,3-dioxolan-4-yl)-1-methoxy-9b-(3-methylbutyl)-1,9b-dihydronaphtho[1,2-d][1,3]oxazol-5(2H)-one), Cl (HCl). Solvent: O1CCCC1 (tetrahydrofuran). Yields the product hydrochloride salt, Cl.OC1=CC(C2=CC=CC=C2[C@@]1(CCC(C)C)NOC)=O ((4R)-3-hydroxy-4-(methoxyamino)-4-(3-methylbutyl)naphthalen-1(4H)-one hydrochloride). Yield: 87.0%. As a reaction SMILES: CC1(C)OC([C@H]2[N:11]([O:12][CH3:13])[C@:10]3([CH2:23][CH2:24][CH:25]([CH3:27])[CH3:26])[C:14]4[C:19]([C:20](=[O:22])[CH:21]=[C:9]3[O:8]2)=[CH:18][CH:17]=[CH:16][CH:15]=4)CO1.[ClH:29]>O1CCCC1>[ClH:29].[OH:8][C:9]1[C@@:10]([NH:11][O:12][CH3:13])([CH2:23][CH2:24][CH:25]([CH3:27])[CH3:26])[C:14]2[C:19](=[CH:18][CH:17]=[CH:16][CH:15]=2)[C:20](=[O:22])[CH:21]=1 |f:3.4|. Procedure: The product from Example 22C (60 mg, 0.15 mmol) in a 2:1 mixture of tetrahydrofuran:2N aq. HCl (0.9 mL) was stirred at rt for 3 h and concentrated in vacuo. The crude product was purified by column chromatography on silica gel using 2:1 ethyl acetate:hexanes to give the hydrochloride salt of the title compound as a colorless amorphous solid (42 mg, 87%): [α]D=+152° (c 1.4, methanol). Reactants: ClC1=NC=C(C=C1)C#CC=1N=C(SC1)C (2-chloro-5-[(2-methyl-1,3-thiazol-4-yl)ethynyl]pyridine), CC1=C(C=CC=C1)B(O)O (2-methylphenylboronic acid), C([O-])([O-])=O.[K+].[K+] (potassium carbonate). Reagents/catalysts: Cl[Pd]([P](C1=CC=CC=C1)(C2=CC=CC=C2)C3=CC=CC=C3)([P](C4=CC=CC=C4)(C5=CC=CC=C5)C6=CC=CC=C6)Cl (dichlorobis(triphenylphosphine)palladium(II)). Run at temperature 80 celsius. Product: CC1=C(C=CC=C1)C1=NC=C(C=C1)C#CC=1N=C(SC1)C (2-(2-methylphenyl)-5-[(2-methyl-1,3-thiazol-4-yl)ethynyl]pyridine). RXN SMILES: Cl[C:2]1[CH:7]=[CH:6][C:5]([C:8]#[C:9][C:10]2[N:11]=[C:12]([CH3:15])[S:13][CH:14]=2)=[CH:4][N:3]=1.[CH3:16][C:17]1[CH:22]=[CH:21][CH:20]=[CH:19][C:18]=1B(O)O.C(=O)([O-])[O-].[K+].[K+]>Cl[Pd](Cl)([P](C1C=CC=CC=1)(C1C=CC=CC=1)C1C=CC=CC=1)[P](C1C=CC=CC=1)(C1C=CC=CC=1)C1C=CC=CC=1>[CH3:16][C:17]1[CH:22]=[CH:21][CH:20]=[CH:19][C:18]=1[C:2]1[CH:7]=[CH:6][C:5]([C:8]#[C:9][C:10]2[N:11]=[C:12]([CH3:15])[S:13][CH:14]=2)=[CH:4][N:3]=1 |f:2.3.4,^1:34,53|. Reported procedure: 2-chloro-5-[(2-methyl-1,3-thiazol-4-yl)ethynyl]pyridine (1.0 mmol, 234 mg), 2-methylphenylboronic acid (2.0 mmol, 272 mg), dichlorobis(triphenylphosphine)palladium(II) (0.05 mmol, 35 mg), and potassium carbonate (3.5 mmol, 500 mg) were added to deoxygenated DME:water (1:1, 5 mL) at room temperature. The reaction was heated for 18 h at 80° C., then partitioned in a separatory funnel with EtOAc (100 mL) and water (30 mL). The organic layer was washed with one additional portion of water (20 mL) an...